Task: describe an organic reaction: reactants, conditions, products, and yield. Dataset: the Open Reaction Database (ORD), a public repository of structured organic reaction records Reactants: C(C)(=O)O[C@H]1[C@H]([C@@H](C[C@@H]1N1C=NC2=C1C=C(C(=C2)Cl)Cl)COC(C)=O)OC(C)=O ((±)-(1R*,2S*,3S*,5S*)-3-(Acetoxymethyl)-5-(5,6-dichloro-1H-benzimidazol-1-yl)-1,2-cyclopentanediyl diacetate), BrN1C(CCC1=O)=O (N-bromosuccinimide). Solvent: CN(C=O)C (N, N-dimethylformamide). Conditions: time 4 hour. Yields the product C(C)(=O)O[C@H]1[C@H]([C@@H](C[C@@H]1N1C(=NC2=C1C=C(C(=C2)Cl)Cl)Br)COC(C)=O)OC(C)=O ((±)-(1R*,2S*,3S*,5S*)-3-(Acetoxymethyl)-5-(2-bromo-5,6-dichloro-1H-benzimidazol-1-yl)-1,2-cyclopentanediyl diacetate). As a reaction SMILES: [C:1]([O:4][C@@H:5]1[C@@H:9]([N:10]2[C:14]3[CH:15]=[C:16]([Cl:20])[C:17]([Cl:19])=[CH:18][C:13]=3[N:12]=[CH:11]2)[CH2:8][C@@H:7]([CH2:21][O:22][C:23](=[O:25])[CH3:24])[C@@H:6]1[O:26][C:27](=[O:29])[CH3:28])(=[O:3])[CH3:2].[Br:30]N1C(=O)CCC1=O>CN(C)C=O>[C:1]([O:4][C@@H:5]1[C@@H:9]([N:10]2[C:14]3[CH:15]=[C:16]([Cl:20])[C:17]([Cl:19])=[CH:18][C:13]=3[N:12]=[C:11]2[Br:30])[CH2:8][C@@H:7]([CH2:21][O:22][C:23](=[O:25])[CH3:24])[C@@H:6]1[O:26][C:27](=[O:29])[CH3:28])(=[O:3])[CH3:2]. Procedure: (±)-(1R*,2S*,3S*,5S*)-3-(Acetoxymethyl)-5-(5,6-dichloro-1H-benzimidazol-1-yl)-1,2-cyclopentanediyl diacetate (1.32 g, 2.98 mmol) in dry N, N-dimethylformamide (6 mL) was heated to 60° C. Portions (ca. 1 mmol each) of N-bromosuccinimide (1.59 g, 8.93 mmol) were added over 5 hours. Heating was continued for an additional 4 hours. Volatiles were removed in vacuo and the residue chromatographed on silica gel. Title compound eluted with 1:1 hexane-ethylacetate as a tan powder (1.1 g, 69%), 1H-NMR ide... The reactants are CC([C@@H](/C=C/[C@H]1CCC([C@@H]1C\C=C/CCCC(=O)O)=O)OC1OCCCC1)(CC#CC)C ((5Z,13E)-(15R)-16,16-dimethyl-9-oxo-15-(tetrahydropyran-2-yloxy)-5,13-prostadien-18-ynoic acid). Solvent: C(C)(=O)O.O.C1CCOC1 (acetic acid water THF). Yields the product CC([C@@H](/C=C/[C@H]1CCC([C@@H]1C\C=C/CCCC(=O)O)=O)O)(CC#CC)C ((5Z,13E)-(15R)-16,16-Dimethyl-15-hydroxy-9-oxo-5,13-prostadien-18-ynoic Acid). Reaction SMILES: [CH3:1][C:2]([CH3:32])([CH2:28][C:29]#[C:30][CH3:31])[C@H:3]([O:21]C1CCCCO1)/[CH:4]=[CH:5]/[C@@H:6]1[C@@H:10]([CH2:11]/[CH:12]=[CH:13]\[CH2:14][CH2:15][CH2:16][C:17]([OH:19])=[O:18])[C:9](=[O:20])[CH2:8][CH2:7]1>C(O)(=O)C.O.C1COCC1>[CH3:1][C:2]([CH3:32])([CH2:28][C:29]#[C:30][CH3:31])[C@H:3]([OH:21])/[CH:4]=[CH:5]/[C@@H:6]1[C@@H:10]([CH2:11]/[CH:12]=[CH:13]\[CH2:14][CH2:15][CH2:16][C:17]([OH:19])=[O:18])[C:9](=[O:20])[CH2:8][CH2:7]1 |f:1.2.3|. Procedure: At 20°, 390 mg. of (5Z,13E)-(15R)-16,16-dimethyl-9-oxo-15-(tetrahydropyran-2-yloxy)-5,13-prostadien-18-ynoic acid is agitated for 16 hours with 10 ml. of a mixture of glacial acetic acid/water/THF (65/35/10); the mixture is evaporated under vacuum and the residue purified by column chromatography on silica gel. With methylene chloride/5% methanol, 305 mg. of the title compound is obtained as a colorless oil. The reactants are [H-].[Na+] (NaH), N1C=CC=2C(=CC=CC12)C=O (1H-indole-4-carbaldehyde), FC1=C(C#N)C=CC=C1 (2-Fluorobenzonitrile). Solvent: [NH4+].[Cl-] (NH4Cl), CN(C)C=O (DMF). Conditions: time 10 minute. The product is C(=O)C1=C2C=CN(C2=CC=C1)C1=C(C#N)C=CC=C1 (2-(4-formyl-1H-indol-1-yl)benzonitrile). Yield: 70.7%. As a reaction SMILES: [H-].[Na+].[NH:3]1[C:11]2[CH:10]=[CH:9][CH:8]=[C:7]([CH:12]=[O:13])[C:6]=2[CH:5]=[CH:4]1.F[C:15]1[CH:22]=[CH:21][CH:20]=[CH:19][C:16]=1[C:17]#[N:18]>CN(C=O)C.[NH4+].[Cl-]>[CH:12]([C:7]1[CH:8]=[CH:9][CH:10]=[C:11]2[C:6]=1[CH:5]=[CH:4][N:3]2[C:15]1[CH:22]=[CH:21][CH:20]=[CH:19][C:16]=1[C:17]#[N:18])=[O:13] |f:0.1,5.6|. Procedure: NaH (60% in mineral oil, 303 mg, 7.58 mmol, Eq: 1.1) was added to a solution of 1H-indole-4-carbaldehyde (1 g, 6.89 mmol, Eq: 1.00) in DMF (12 mL) at 0° C. After 10 min., the mixture was warmed to RT and treated with sonication for 2 min. 2-Fluorobenzonitrile (918 mg, 822 μl, 7.58 mmol, Eq: 1.1) was added and the mixture was treated with sonication for 3 min. After 3 h the mixture was diluted with sat. NH4Cl, extracted with EtOAc, the combined extracts washed with H2O and concentrated. The resid... The reactants are C(=O)C=1C=C(OCCCNC2=NC(=NN2C)CO)C=CC1 (5-[[3-(3-formylphenoxy)propyl]amino]-1-methyl-1H-1,2,4-triazole-3-methanol), C(C1=CC=CC=C1)N (benzylamine), [BH4-].[Na+] (sodium borohydride). Run in C(C)O (ethanol). Run at time 1.5 hour. Product: C1(=CC=CC=C1)CNCC=1C=C(OCCCNC2=NC(=NN2)CO)C=CC1 (5-[[3-[3-[(Phenylmethylamino)methyl]phenoxy]propyl]amino]-1H-1,2,4-triazole-3-methanol). Reaction SMILES: [CH:1]([C:3]1[CH:4]=[C:5]([CH:19]=[CH:20][CH:21]=1)[O:6][CH2:7][CH2:8][CH2:9][NH:10][C:11]1[N:15](C)[N:14]=[C:13]([CH2:17][OH:18])[N:12]=1)=O.[CH2:22]([NH2:29])[C:23]1[CH:28]=[CH:27][CH:26]=[CH:25][CH:24]=1.[BH4-].[Na+]>C(O)C>[C:23]1([CH2:22][NH:29][CH2:1][C:3]2[CH:4]=[C:5]([CH:19]=[CH:20][CH:21]=2)[O:6][CH2:7][CH2:8][CH2:9][NH:10][C:11]2[NH:15][N:14]=[C:13]([CH2:17][OH:18])[N:12]=2)[CH:28]=[CH:27][CH:26]=[CH:25][CH:24]=1 |f:2.3|. Reported procedure: A solution of 5-[[3-(3-formylphenoxy)propyl]amino]-1-methyl-1H-1,2,4-triazole-3-methanol (532 mg) in ethanol (15 ml) was treated with benzylamine (5 ml) and stirred at room temperature for 1.5 h. The solution was treated with sodium borohydride (500 mg) and stirred at room temperature for 16 h. The mixture was evaporated, and the residue partitioned between 2N hydrochloric acid and ethyl acetate. The aqueous layer was washed with ethyl acetate, neutralised with potassium carbonate, and extracted... Reactants: ClCCl, CCOC(C)=O, [Na+], [Na+], O, CCCc1nc(C)n(-c2ccc(OC3CCCC(O)CC3)cc2)c(=O)c1Cc1ccc(-c2ccccc2-c2noc(=O)[nH]2)cc1, O=S([O-])([O-])=S. Yields the product CCCc1nc(C)n(-c2ccc(OC3CCCC(=O)CC3)cc2)c(=O)c1Cc1ccc(-c2ccccc2-c2noc(=O)[nH]2)cc1. As a reaction SMILES: [CH2:60]([Cl:61])[Cl:62].[CH3:46][CH2:47][O:48][C:49](=[O:50])[CH3:51].[Na+:58].[Na+:59].[OH2:52].[OH:1][CH:2]1[CH2:3][CH2:4][CH:5]([O:9][c:10]2[cH:11][cH:12][c:13](-[n:16]3[c:17]([CH3:45])[n:18][c:19]([CH2:42][CH2:43][CH3:44])[c:20]([CH2:23][c:24]4[cH:25][cH:26][c:27](-[c:30]5[c:31](-[c:36]6[n:37][o:38][c:39](=[O:41])[nH:40]6)[cH:32][cH:33][cH:34][cH:35]5)[cH:28][cH:29]4)[c:21]3=[O:22])[cH:14][cH:15]2)[CH2:6][CH2:7][CH2:8]1.[S:53]([O-:54])([O-:55])(=[O:56])=[S:57]>>[O:1]=[C:2]1[CH2:3][CH2:4][CH:5]([O:9][c:10]2[cH:11][cH:12][c:13](-[n:16]3[c:17]([CH3:45])[n:18][c:19]([CH2:42][CH2:43][CH3:44])[c:20]([CH2:23][c:24]4[cH:25][cH:26][c:27](-[c:30]5[c:31](-[c:36]6[n:37][o:38][c:39](=[O:41])[nH:40]6)[cH:32][cH:33][cH:34][cH:35]5)[cH:28][cH:29]4)[c:21]3=[O:22])[cH:14][cH:15]2)[CH2:6][CH2:7][CH2:8]1. Starting materials: [N+](=O)([O-])C1=C2C=CC(=NC2=CC=C1)Cl (5-nitro-2-chloroquinoline), COC1=C(CN)C=CC=C1 (2-methoxybenzylamine), N1N=C(C=C1)C=O (pyrazole-3-carbaldehyde). The product is COC1=C(CNC2=NC=3C=CC=C(C3C=C2)NCC2=NNC=C2)C=CC=C1 (N2-(2-Methoxy-benzyl)-N5-(1H-pyrazol-3-ylmethyl)-quinoline-2,5-diamine). RXN SMILES: [N+:1]([C:4]1[CH:13]=[CH:12][CH:11]=[C:10]2[C:5]=1[CH:6]=[CH:7][C:8](Cl)=[N:9]2)([O-])=O.[CH3:15][O:16][C:17]1[CH:24]=[CH:23][CH:22]=[CH:21][C:18]=1[CH2:19][NH2:20].[NH:25]1[CH:29]=[CH:28][C:27]([CH:30]=O)=[N:26]1>>[CH3:15][O:16][C:17]1[CH:24]=[CH:23][CH:22]=[CH:21][C:18]=1[CH2:19][NH:20][C:8]1[CH:7]=[CH:6][C:5]2[C:4]([NH:1][CH2:30][C:27]3[CH:28]=[CH:29][NH:25][N:26]=3)=[CH:13][CH:12]=[CH:11][C:10]=2[N:9]=1. Procedure: The title compound, MS: m/e=360.4 (M+H+), was prepared from 5-nitro-2-chloroquinoline, 2-methoxybenzylamine and pyrazole-3-carbaldehyde as described in example 26. Reactants: NC1CCN(CC1)CC1=CC=CC=C1 (4-amino-1-benzylpiperidine), ClC=1N=NC(=CC1)Cl (3,6-dichloro-pyridazine), O (water), C(CCC)O (n-butanol). Solvent: ClCCl (dichloromethane). Conditions: temperature 120 celsius, time 1 hour. The product is C(C1=CC=CC=C1)N1CCC(CC1)NC=1N=NC(=CC1)Cl ((1-Benzyl-piperidin-4-yl)-(6-chloro-pyridazin-3-yl)-amine). The yield is 40.9%. Reaction SMILES: [NH2:1][CH:2]1[CH2:7][CH2:6][N:5]([CH2:8][C:9]2[CH:14]=[CH:13][CH:12]=[CH:11][CH:10]=2)[CH2:4][CH2:3]1.[Cl:15][C:16]1[N:17]=[N:18][C:19](Cl)=[CH:20][CH:21]=1.C(O)CCC.O>ClCCl>[CH2:8]([N:5]1[CH2:6][CH2:7][CH:2]([NH:1][C:19]2[N:18]=[N:17][C:16]([Cl:15])=[CH:21][CH:20]=2)[CH2:3][CH2:4]1)[C:9]1[CH:14]=[CH:13][CH:12]=[CH:11][CH:10]=1. Procedure: A mixture of 4-amino-1-benzylpiperidine (4 g, 21 mmol) and 3,6-dichloro-pyridazine (1.56 g, 10.5 mmol) was stirred for 1 h at 120° C., before n-butanol (10 ml) was added and the reaction mixture stirred for a further 1 h at 120° C. After addition of water and dichloromethane, the organic layer was separated, dried (Na2SO4), filtered and the solvent evaporated in vacuo. The residue was crystallized from acetonitrile and the resulting solid was filtered off and dried to yield D1 (1.3 g, 41%) as a ... Reactants: C1CCOC1, CO, CCCCOC(=O)c1nc(N2CCC(NC(=O)c3nc(Cl)c(CC)[nH]3)C(OCCC)C2)oc1CC, [Li+], [OH-]. Product: CCCOC1CN(c2nc(C(=O)O)c(CC)o2)CCC1NC(=O)c1nc(Cl)c(CC)[nH]1. RXN SMILES: [CH2:40]1[O:41][CH2:42][CH2:43][CH2:44]1.[CH3:38][OH:39].[Cl:1][c:2]1[n:3][c:4]([C:9](=[O:10])[NH:11][CH:12]2[CH:13]([O:32][CH2:33][CH2:34][CH3:35])[CH2:14][N:15]([c:18]3[o:19][c:20]([CH2:30][CH3:31])[c:21]([C:23](=[O:24])[O:25][CH2:26][CH2:27][CH2:28][CH3:29])[n:22]3)[CH2:16][CH2:17]2)[nH:5][c:6]1[CH2:7][CH3:8].[Li+:36].[OH-:37]>>[Cl:1][c:2]1[n:3][c:4]([C:9](=[O:10])[NH:11][CH:12]2[CH:13]([O:32][CH2:33][CH2:34][CH3:35])[CH2:14][N:15]([c:18]3[o:19][c:20]([CH2:30][CH3:31])[c:21]([C:23](=[O:24])[OH:25])[n:22]3)[CH2:16][CH2:17]2)[nH:5][c:6]1[CH2:7][CH3:8]. Starting materials: Cl.N(C(=N)N)CCCCCCC(=O)N (7-guanidinoheptanamide hydrochloride), Cl.Cl.NCCCNCCCCNC(C(O)O)=O (N-[4-(3-aminopropyl)aminobutyl]-2,2-dihydroxyethanamide dihydrochloride), C(CC(O)(C(=O)O)CC(=O)O)(=O)O (citric acid). Solvent: O (water), O (water). Reaction conditions: temperature 60 celsius. Product: NCCCNCCCCNC(C(O)NC(CCCCCCNC(=N)N)=O)=O (N-[4-(3-aminopropyl)aminobutyl]-2-(7-guanidinoheptanamido)-2-hydroxyethanamide). Reaction SMILES: Cl.[NH:2]([CH2:6][CH2:7][CH2:8][CH2:9][CH2:10][CH2:11][C:12]([NH2:14])=[O:13])[C:3]([NH2:5])=[NH:4].Cl.Cl.[NH2:17][CH2:18][CH2:19][CH2:20][NH:21][CH2:22][CH2:23][CH2:24][CH2:25][NH:26][C:27](=[O:31])[CH:28](O)[OH:29].C(O)(=O)CC(CC(O)=O)(C(O)=O)O>O>[NH2:17][CH2:18][CH2:19][CH2:20][NH:21][CH2:22][CH2:23][CH2:24][CH2:25][NH:26][C:27](=[O:31])[CH:28]([NH:14][C:12](=[O:13])[CH2:11][CH2:10][CH2:9][CH2:8][CH2:7][CH2:6][NH:2][C:3]([NH2:5])=[NH:4])[OH:29] |f:0.1,2.3.4|. Procedure: A mixture of 10.0 g (45.0 m moles) of 7-guanidinoheptanamide hydrochloride, 13.1 g (45.0 moles) of N-[4-(3-aminopropyl)aminobutyl]-2,2-dihydroxyethanamide dihydrochloride, and 3.2 g (15 m moles) of citric acid in water (100 ml) was evaporated to dryness to give a syrup which contained 1.0 g of water. The resulting syrup was heated at 60° C. for 8 hours. Starting materials: CCCC[N+](CCCC)(CCCC)CCCC, C[Si](C)(C)C(C(N)=O)[Si](C)(C)C, CC(C)c1c[nH]c(=O)[nH]c1=O, CCOCCl, ClCCl, [I-]. The product is CCOCn1cc(C(C)C)c(=O)[nH]c1=O. Reaction SMILES: [CH2:33]([N+:34]([CH2:35][CH2:36][CH2:37][CH3:38])([CH2:39][CH2:40][CH2:41][CH3:42])[CH2:43][CH2:44][CH2:45][CH3:46])[CH2:47][CH2:48][CH3:49].[CH3:12][Si:13]([CH:14]([Si:15]([CH3:16])([CH3:17])[CH3:18])[C:19]([NH2:20])=[O:21])([CH3:22])[CH3:23].[CH:1]([CH3:2])([CH3:3])[c:4]1[c:5](=[O:11])[nH:6][c:7](=[O:10])[nH:8][cH:9]1.[Cl:24][CH2:25][O:26][CH2:27][CH3:28].[Cl:29][CH2:30][Cl:31].[I-:32]>>[CH:1]([CH3:2])([CH3:3])[c:4]1[c:5](=[O:11])[nH:6][c:7](=[O:10])[n:8]([CH2:25][O:26][CH2:27][CH3:28])[cH:9]1.